This data is from the Open Reaction Database (ORD), a public repository of structured organic reaction records. The task is: describe an organic reaction: reactants, conditions, products, and yield Starting materials: BrCc1ccccc1, OC1CCC2CCC1(c1ccccc1)N2Cc1ccccc1, C1CCOC1, FC(F)(F)c1ccc(C(F)(F)F)c(CBr)c1, [H-], [Na+], O. Yields the product FC(F)(F)c1ccc(C(F)(F)F)c(COC2CCC3CCC2(c2ccccc2)N3Cc2ccccc2)c1. RXN SMILES: [Br:41][CH2:42][c:43]1[cH:44][cH:45][cH:46][cH:47][cH:48]1.[CH2:1]([c:2]1[cH:3][cH:4][cH:5][cH:6][cH:7]1)[N:8]1[C:9]2([c:17]3[cH:18][cH:19][cH:20][cH:21][cH:22]3)[CH:10]([OH:16])[CH2:11][CH2:12][CH:13]1[CH2:14][CH2:15]2.[CH2:50]1[O:51][CH2:52][CH2:53][CH2:54]1.[F:25][C:26]([c:27]1[c:28]([CH2:29][Br:30])[cH:31][c:32]([C:35]([F:36])([F:37])[F:38])[cH:33][cH:34]1)([F:39])[F:40].[H-:23].[Na+:24].[OH2:49]>>[CH2:1]([c:2]1[cH:3][cH:4][cH:5][cH:6][cH:7]1)[N:8]1[C:9]2([c:17]3[cH:18][cH:19][cH:20][cH:21][cH:22]3)[CH:10]([O:16][CH2:29][c:28]3[c:27]([C:26]([F:25])([F:39])[F:40])[cH:34][cH:33][c:32]([C:35]([F:36])([F:37])[F:38])[cH:31]3)[CH2:11][CH2:12][CH:13]1[CH2:14][CH2:15]2. Procedure: Thallic oxide was again prepared as in Example 1. 4.0 g of thallic oxide (8.8 mmoles), 30 g water (1.7 moles), 80 g propylene (1.9 moles) and 95 g carbon dioxide (2.2 moles) were added to the autoclave in Example 1 which was then heated to 70° C. for 2.0 hours. The analysis showed 0.81 mmoles propylene oxide (58% yield), 0.55 mmoles acetone (39% yield) and 0.06 mmoles propylene carbonate (4% yield) to have formed. 1.40 mmoles of thallous bicarbonate (16% conversion) was detected in a solution ha... RXN SMILES: [OH2:1].[CH2:2]=[CH:3][CH3:4].[C:5](=[O:7])=[O:6]>>[CH2:2]1[O:6][CH:3]1[CH3:4].[CH3:2][C:3]([CH3:4])=[O:1].[C:5]1(=[O:1])[O:7][CH:3]([CH3:4])[CH2:2][O:6]1. Yield: 4.0%. Reaction conditions: temperature 70 celsius. Yields the product C1C(C)O1 (propylene oxide), CC(=O)C (acetone), C1(OCC(C)O1)=O (propylene carbonate). Starting materials: oxide, O (water), C=CC (propylene), C(=O)=O (carbon dioxide), oxide.